From a dataset of the Open Reaction Database (ORD), a public repository of structured organic reaction records. describe an organic reaction: reactants, conditions, products, and yield Starting materials: Cl.ClC1=CC=NC2=CC(=C(C=C12)OC)OCCCN1CCOCC1 (4-chloro-6-methoxy-7-(3-morpholinopropoxy)quinoline hydrochloride), ClC1=CC(=C(N)C=C1)F (4-chloro-2-fluoroaniline). Product: Cl.ClC1=CC(=C(NC2=CC=NC3=CC(=C(C=C23)OC)OCCCN2CCOCC2)C=C1)F (4-(4-chloro-2-fluoroanilino)-6-methoxy-7-(3-morpholinopropoxy)quinoline hydrochloride). Yield: 25.0%. As a reaction SMILES: Cl.[Cl:2][C:3]1[C:12]2[C:7](=[CH:8][C:9]([O:15][CH2:16][CH2:17][CH2:18][N:19]3[CH2:24][CH2:23][O:22][CH2:21][CH2:20]3)=[C:10]([O:13][CH3:14])[CH:11]=2)[N:6]=[CH:5][CH:4]=1.[Cl:25][C:26]1[CH:32]=[CH:31][C:29]([NH2:30])=[C:28]([F:33])[CH:27]=1>>[ClH:2].[Cl:25][C:26]1[CH:32]=[CH:31][C:29]([NH:30][C:3]2[C:12]3[C:7](=[CH:8][C:9]([O:15][CH2:16][CH2:17][CH2:18][N:19]4[CH2:24][CH2:23][O:22][CH2:21][CH2:20]4)=[C:10]([O:13][CH3:14])[CH:11]=3)[N:6]=[CH:5][CH:4]=2)=[C:28]([F:33])[CH:27]=1 |f:0.1,3.4|. Reported procedure: Using an analogous procedure to that described for Example 31, 4-chloro-6-methoxy-7-(3-morpholinopropoxy)quinoline hydrochloride (300 mg, 0.73 mmol), (prepared as described for the starting material in Example 7), was reacted with 4-chloro-2-fluoroaniline (160 μl, 1.4 mmol) to give 4-(4-chloro-2-fluoroanilino)-6-methoxy-7-(3-morpholinopropoxy)quinoline hydrochloride (88 mg, 23%). RXN SMILES: [F:1][C:2]1[CH:7]=[CH:6][C:5]([C:8]2[CH:9]=[C:10]3[C:15](=[CH:16][CH:17]=2)[CH:14]=[C:13]([S:18]([O-:20])=[O:19])[CH:12]=[CH:11]3)=[CH:4][CH:3]=1.[Na+].I[C:23]1[CH:32]=[CH:31][CH:30]=[CH:29][C:24]=1[C:25]([O:27][CH3:28])=[O:26]>>[F:1][C:2]1[CH:7]=[CH:6][C:5]([C:8]2[CH:9]=[C:10]3[C:15](=[CH:16][CH:17]=2)[CH:14]=[C:13]([S:18]([C:23]2[CH:32]=[CH:31][CH:30]=[CH:29][C:24]=2[C:25]([O:27][CH3:28])=[O:26])(=[O:20])=[O:19])[CH:12]=[CH:11]3)=[CH:4][CH:3]=1 |f:0.1|. Reactants: FC1=CC=C(C=C1)C=1C=C2C=CC(=CC2=CC1)S(=O)[O-].[Na+] (sodium 6-(4-fluorophenyl)naphthalene-2-sulfinate), IC1=C(C(=O)OC)C=CC=C1 (methyl 2-iodobenzoate). The yield is 57.8%. Reported procedure: The title compound was prepared from sodium 6-(4-fluorophenyl)naphthalene-2-sulfinate (2.2 g, 7.13 mmol) and methyl 2-iodobenzoate (1.06 mL, 7.0 mmol) according to the methods of Example 6 Step 4. Purification by flash column chromatography eluting with a 20-50% ethyl acetate/isohexane gradient gave methyl 2-{[6-(4-fluorophenyl)-2-naphthyl]sulfonyl}benzoate (1.7 g, 58%). 1H NMR (500 MHz, CDCl3) δ 8.58 (1H, s), 8.25-8.16 (1H, m), 8.06 (1H, d, J=8.5 Hz), 8.01 (1H, s), 8.00-7.92 (2H, m), 7.81 (1H, ... Product: FC1=CC=C(C=C1)C=1C=C2C=CC(=CC2=CC1)S(=O)(=O)C1=C(C(=O)OC)C=CC=C1 (methyl 2-{[6-(4-fluorophenyl)-2-naphthyl]sulfonyl}benzoate). Starting materials: CC(=O)OC(C)=O, Nc1ccc(N(Cc2ccc(Br)cc2)n2cnnc2)cc1, c1ccncc1. Product: CC(=O)Nc1ccc(N(Cc2ccc(Br)cc2)n2cnnc2)cc1. Reaction SMILES: [CH3:1][C:2]([O:3][C:5]([CH3:6])=[O:7])=[O:4].[NH2:8][c:9]1[cH:10][cH:11][c:12]([N:15]([CH2:16][c:17]2[cH:18][cH:19][c:20]([Br:23])[cH:21][cH:22]2)[n:24]2[cH:25][n:26][n:27][cH:28]2)[cH:13][cH:14]1.[cH:29]1[cH:30][cH:31][n:32][cH:33][cH:34]1>>[C:5]([CH3:6])(=[O:7])[NH:8][c:9]1[cH:10][cH:11][c:12]([N:15]([CH2:16][c:17]2[cH:18][cH:19][c:20]([Br:23])[cH:21][cH:22]2)[n:24]2[cH:25][n:26][n:27][cH:28]2)[cH:13][cH:14]1. The reactants are FC1=C(C=CC(=C1)C)C=1C=C(C(=O)OC)C=C(N1)N1CCOCC1 (methyl 2-(2-fluoro-4-methylphenyl)-6-morpholin-4-ylisonicotinate), [OH-].[Na+] (sodium hydroxide), Cl (HCl). Solvent: CC(=O)N(C)C (DMA). Run at time 1 hour. Yields the product hydrochloride salt, FC1=C(C=CC(=C1)C)C=1C=C(C(=O)O)C=C(N1)N1CCOCC1 (2-(2-Fluoro-4-methylphenyl)-6-morpholin-4-ylisonicotinic acid). Isolated yield 43.4%. As a reaction SMILES: [F:1][C:2]1[CH:7]=[C:6]([CH3:8])[CH:5]=[CH:4][C:3]=1[C:9]1[CH:10]=[C:11]([CH:16]=[C:17]([N:19]2[CH2:24][CH2:23][O:22][CH2:21][CH2:20]2)[N:18]=1)[C:12]([O:14]C)=[O:13].[OH-].[Na+].Cl>CC(N(C)C)=O>[F:1][C:2]1[CH:7]=[C:6]([CH3:8])[CH:5]=[CH:4][C:3]=1[C:9]1[CH:10]=[C:11]([CH:16]=[C:17]([N:19]2[CH2:24][CH2:23][O:22][CH2:21][CH2:20]2)[N:18]=1)[C:12]([OH:14])=[O:13] |f:1.2|. Reported procedure: To a solution of methyl 2-(2-fluoro-4-methylphenyl)-6-morpholin-4-ylisonicotinate (0.31 g, 0.94 mmol) in DMA (4 mL) was added sodium hydroxide (1.0 M solution in water; 1.87 mL, 1.87 mmol). The mixture was stirred at ambient temperature. After 1 h, HCl (1.0 Min water; 1.87 mL, 1.87 mmol) was added and the mixture was concentrated. Methanol was added and the mixture was filtered and the filtrate was concentrated. The mixture was purified by reverse phase chromatography (C-18, 95% water/acetonitri... Starting materials: COc1cc(C)nc(S(C)(=O)=O)n1, [H-], [Na+], CN(C)C=O, O, CCc1ccc(C(OCCc2ccc(OC)c(OC)c2)(c2ccc(CC)cc2)C(O)C(=O)O)cc1. The product is CCc1ccc(C(OCCc2ccc(OC)c(OC)c2)(c2ccc(CC)cc2)C(Oc2nc(C)cc(OC)n2)C(=O)O)cc1. Reaction SMILES: [CH3:43][O:44][c:45]1[n:46][c:47]([S:52]([CH3:53])(=[O:54])=[O:55])[n:48][c:49]([CH3:51])[cH:50]1.[H-:42].[Na+:41].[O:36]=[CH:37][N:38]([CH3:39])[CH3:40].[OH2:56].[OH:1][CH:2]([C:3](=[O:4])[OH:5])[C:6]([c:7]1[cH:8][cH:9][c:10]([CH2:13][CH3:14])[cH:11][cH:12]1)([c:15]1[cH:16][cH:17][c:18]([CH2:21][CH3:22])[cH:19][cH:20]1)[O:23][CH2:24][CH2:25][c:26]1[cH:27][c:28]([O:34][CH3:35])[c:29]([O:32][CH3:33])[cH:30][cH:31]1>>[O:1]([CH:2]([C:3](=[O:4])[OH:5])[C:6]([c:7]1[cH:8][cH:9][c:10]([CH2:13][CH3:14])[cH:11][cH:12]1)([c:15]1[cH:16][cH:17][c:18]([CH2:21][CH3:22])[cH:19][cH:20]1)[O:23][CH2:24][CH2:25][c:26]1[cH:27][c:28]([O:34][CH3:35])[c:29]([O:32][CH3:33])[cH:30][cH:31]1)[c:47]1[n:46][c:45]([O:44][CH3:43])[cH:50][c:49]([CH3:51])[n:48]1.